This data is from the Open Reaction Database (ORD), a public repository of structured organic reaction records. The task is: describe an organic reaction: reactants, conditions, products, and yield The reactants are C(C)(C)(C)OC(NC1CNC2=CC=C(C=C2C1)C#N)=O ((6-Cyano-1,2,3,4-tetrahydroquinolin-3-yl)-carbamic acid tert-butyl ester), Cl (HCl), O1CCOCC1 (dioxane). Solvent: C(Cl)Cl (CH2Cl2). Run at time 2 hour. Product: Cl.Cl.NC1CNC2=CC=C(C=C2C1)C#N (3-Amino-1,2,3,4-tetrahydroquinoline-6-carbonitrile, dihydrochloride). Isolated yield 100.0%. RXN SMILES: C(OC(=O)[NH:7][CH:8]1[CH2:17][C:16]2[C:11](=[CH:12][CH:13]=[C:14]([C:18]#[N:19])[CH:15]=2)[NH:10][CH2:9]1)(C)(C)C.[ClH:21].O1CCOCC1>C(Cl)Cl>[ClH:21].[ClH:21].[NH2:7][CH:8]1[CH2:17][C:16]2[C:11](=[CH:12][CH:13]=[C:14]([C:18]#[N:19])[CH:15]=2)[NH:10][CH2:9]1 |f:4.5.6|. Procedure: To a solution of 1C (546 mg, 2 mmol) in CH2Cl2 (5 mL) at 0° C. was added 4 M HCl in dioxane (4 mL, 16 mmol). After addition, the reaction mixture was stirred at RT for 2 h, then concentrated. The residue was stripped with ether (3×), and the resulting off-white solid dried in vacuo to afford the title compound (490 mg, 100%). Starting materials: C(=O)([O-])[O-].[Na+].[Na+] (Na2CO3), COC1=CC=C(C=C1)B(O)O (4-methoxyphenylboronic acid), IC1=NN(C2=NC=NC(=C21)N)C(C)C (3-iodo-1-isopropyl-1H-pyrazolo[3,4-d]pyrimidin-4-amine). Reagents/catalysts: C=1C=CC(=CC1)[P](C=2C=CC=CC2)(C=3C=CC=CC3)[Pd]([P](C=4C=CC=CC4)(C=5C=CC=CC5)C=6C=CC=CC6)([P](C=7C=CC=CC7)(C=8C=CC=CC8)C=9C=CC=CC9)[P](C=1C=CC=CC1)(C=1C=CC=CC1)C=1C=CC=CC1 (Pd(PPh3)4). Run in CCO (EtOH), COCCOC (DME). Run at temperature 80 celsius. Product: C(C)(C)N1N=C(C=2C1=NC=NC2N)C2=CC=C(C=C2)OC (1-isopropyl-3-(4-methoxyphenyl)-1H-pyrazolo[3,4-d]pyrimidin-4-amine). The yield is 15.9%. Reaction SMILES: [CH3:1][O:2][C:3]1[CH:8]=[CH:7][C:6](B(O)O)=[CH:5][CH:4]=1.I[C:13]1[C:21]2[C:16](=[N:17][CH:18]=[N:19][C:20]=2[NH2:22])[N:15]([CH:23]([CH3:25])[CH3:24])[N:14]=1.C([O-])([O-])=O.[Na+].[Na+]>CCO.COCCOC.C1C=CC([P]([Pd]([P](C2C=CC=CC=2)(C2C=CC=CC=2)C2C=CC=CC=2)([P](C2C=CC=CC=2)(C2C=CC=CC=2)C2C=CC=CC=2)[P](C2C=CC=CC=2)(C2C=CC=CC=2)C2C=CC=CC=2)(C2C=CC=CC=2)C2C=CC=CC=2)=CC=1>[CH:23]([N:15]1[C:16]2=[N:17][CH:18]=[N:19][C:20]([NH2:22])=[C:21]2[C:13]([C:6]2[CH:7]=[CH:8][C:3]([O:2][CH3:1])=[CH:4][CH:5]=2)=[N:14]1)([CH3:25])[CH3:24] |f:2.3.4,^1:44,46,65,84|. Reported procedure: A solution of (4-methoxyphenylboronic acid (17 mg, 0.11 mmol) in EtOH (3.3 mL) was added to a solution of 3-iodo-1-isopropyl-1H-pyrazolo[3,4-d]pyrimidin-4-amine (30 mg, 0.10 mmol) in DME (12 mL). Pd(PPh3)4 (30 mg, 0.03 mmol) and saturated Na2CO3 (1.9 mL) were added and the reaction was heated to 80° C. under an argon atmosphere overnight. After cooling, the reaction was extracted with saturated NaCl and CH2Cl2. Organic phases were combined, concentrated in vacuo and purified by RP-HPLC (MeCN:H2O... Starting materials: CC=1C=C2N=C(C(=NC2=CC1)C1=CC=CC=C1)C1=CC=CC=C1 (6-Methyl-2,3-diphenylquinoxaline), C1CC(=O)N(C1=O)Br (NBS), CC(C)(C#N)N=NC(C)(C)C#N (AIBN). Product: BrCC=1C=C2N=C(C(=NC2=CC1)C1=CC=CC=C1)C1=CC=CC=C1 (6-bromomethyl-2,3-diphenylquinoxaline). As a reaction SMILES: [CH3:1][C:2]1[CH:3]=[C:4]2[C:9](=[CH:10][CH:11]=1)[N:8]=[C:7]([C:12]1[CH:17]=[CH:16][CH:15]=[CH:14][CH:13]=1)[C:6]([C:18]1[CH:23]=[CH:22][CH:21]=[CH:20][CH:19]=1)=[N:5]2.C1C(=O)N([Br:31])C(=O)C1.CC(N=NC(C#N)(C)C)(C#N)C>>[Br:31][CH2:1][C:2]1[CH:3]=[C:4]2[C:9](=[CH:10][CH:11]=1)[N:8]=[C:7]([C:12]1[CH:17]=[CH:16][CH:15]=[CH:14][CH:13]=1)[C:6]([C:18]1[CH:23]=[CH:22][CH:21]=[CH:20][CH:19]=1)=[N:5]2. Procedure: 6-Methyl-2,3-diphenylquinoxaline (5.0 g, 16.9 mmol) was dissolved in dry, oxygen free benzene (50 ml). The solution was brought to reflux and a mixture of NBS (3.00 g, 16.9 mmol) and AIBN (0.1 g) added as a solid over a period of 30 minutes. The solution was then refluxed for 2 hrs, cooled, washed with water (3×100 ml), dried over MgSO4 and evaporated to leave a pale brown solid. This was recrystallised from hexane/toluene (1:1, 80 ml) to yield 6-bromomethyl-2,3-diphenylquinoxaline, 3.5 g, 56%. ... Starting materials: ferric nitrate, C1CS1 (ethylene sulphide), [Cl-].[NH4+] (Ammonium chloride), [Na] (sodium), C(C)OC(CCC1=CC=NC=C1)OCC (3-(4-pyridyl)-propionaldehyde diethyl acetal). The solvent is N (ammonia). Conditions: time 30 minute. The product is N1=CC=C(C=C1)C(CCS)CC(OCC)OCC (3-(4-pyridyl)-5,5-diethoxy-pentane-1-thiol). Yield: 66.0%. Reaction SMILES: [Na].[CH2:2]([O:4][CH:5]([O:14][CH2:15][CH3:16])[CH2:6][CH2:7][C:8]1[CH:13]=[CH:12][N:11]=[CH:10][CH:9]=1)[CH3:3].[CH2:17]1[S:19][CH2:18]1.[Cl-].[NH4+]>N>[N:11]1[CH:12]=[CH:13][C:8]([CH:7]([CH2:6][CH:5]([O:4][CH2:2][CH3:3])[O:14][CH2:15][CH3:16])[CH2:17][CH2:18][SH:19])=[CH:9][CH:10]=1 |f:3.4,^1:0|. Reported procedure: To stirred liquid ammonia (2 liters) was added ferric nitrate (0.1 gm) followed by sodium metal (2.3 gms) in small pieces. The mixture was allowed to stand for 30 minutes and 3-(4-pyridyl)-propionaldehyde diethyl acetal (20.0 gms) was then added. A deep yellow colour was allowed to develop over a period of 2 hours, after which time ethylene sulphide (6.0 gms) was added quickly. A vigorous reaction occurred and the mixture was stirred for a further 5 hours. Ammonium chloride (7 gms) was added and... Reactants: ClC1C(CCCC1)=O (2-chlorocyclohexanone), C(C)(=S)N (thioacetamide). Run in C(C)O (ethanol). Yields the product CC=1SC2=C(N1)CCCC2 (2-Methyl-4,5,6,7-tetrahydro-1,3-benzothiazole). Reaction SMILES: Cl[CH:2]1[CH2:7][CH2:6][CH2:5][CH2:4][C:3]1=O.[C:9]([NH2:12])(=[S:11])[CH3:10]>C(O)C>[CH3:10][C:9]1[S:11][C:2]2[CH2:7][CH2:6][CH2:5][CH2:4][C:3]=2[N:12]=1. Procedure: 5.00 g (37.7 mmol) of 2-chlorocyclohexanone and 2.83 g (37.7 mmol) of thioacetamide are heated in 25 ml of ethanol at the reflux temperature overnight. After cooling, the volatile components are removed in a rotary evaporator, and the remaining residue is taken up in 2 N sodium carbonate solution. It is extracted three times with dichloromethane, and the combined organic phases are dried with magnesium sulfate. The solvent is removed in a rotary evaporator, and the residue is then purified by co...